describe an organic reaction: reactants, conditions, products, and yield From a dataset of the Open Reaction Database (ORD), a public repository of structured organic reaction records. Starting materials: Cl.C(C)OC([C@@H](N)CC1=CC(=C(C=C1)OC)OC)=O (3,4-dimethoxy-L-phenylalanine ethyl ester-hydrochloride), C(=O)[O-].[Na+] (sodium formate). The product is C(C)OC([C@@H](NC=O)CC1=CC(=C(C=C1)OC)OC)=O (N-formyl-3,4-dimethoxy-L-phenylalanine ethyl ester). Reaction SMILES: Cl.[CH2:2]([O:4][C:5](=[O:19])[C@H:6]([CH2:8][C:9]1[CH:14]=[CH:13][C:12]([O:15][CH3:16])=[C:11]([O:17][CH3:18])[CH:10]=1)[NH2:7])[CH3:3].[CH:20]([O-])=[O:21].[Na+]>>[CH2:2]([O:4][C:5](=[O:19])[C@H:6]([CH2:8][C:9]1[CH:14]=[CH:13][C:12]([O:15][CH3:16])=[C:11]([O:17][CH3:18])[CH:10]=1)[NH:7][CH:20]=[O:21])[CH3:3] |f:0.1,2.3|. Procedure details: reacting 3,4-dimethoxy-L-phenylalanine ethyl ester-hydrochloride with sodium formate to produce N-formyl-3,4-dimethoxy-L-phenylalanine ethyl ester, Starting materials: [N+](=O)([O-])C1=CC=C(C(=O)Cl)C=C1 (4-nitrobenzoyl chloride), O1CCCC1 (tetrahydrofuran), S1C(NCC1)=S (1,3-thiazolidine-2-thione). Solvent: C(C)N(CC)CC (triethyl amine). Conditions: temperature 50 celsius, time 30 minute. Product: [N+](=O)([O-])C1=CC=C(C(=O)N2C(SCC2)=S)C=C1 (3-(4-nitrobenzoyl)-1,3-thiazolidine-2-thione), crystals. Isolated yield 82.5%. Reaction SMILES: [N+:1]([C:4]1[CH:12]=[CH:11][C:7]([C:8](Cl)=[O:9])=[CH:6][CH:5]=1)([O-:3])=[O:2].O1CCCC1.[S:18]1[CH2:22][CH2:21][NH:20][C:19]1=[S:23]>C(N(CC)CC)C>[N+:1]([C:4]1[CH:12]=[CH:11][C:7]([C:8]([N:20]2[CH2:21][CH2:22][S:18][C:19]2=[S:23])=[O:9])=[CH:6][CH:5]=1)([O-:3])=[O:2]. Procedure: To a solution of 4-nitrobenzoyl chloride (3.1 g) and tetrahydrofuran (50 ml) were added 1,3-thiazolidine-2-thione (2.0 g) and triethyl amine (2.5 g). The mixture was stirred at 50° C. for 30 minutes under nitrogen atmosphere. The reaction mixture was filtered and the solvent was removed at a reduced pressure. To the residue was added water, and the solution is extracted with dichloromethane. The extract was washed with a saturated aqueous solution of sodium chloride and dried with use of Glauber... Reactants: CC(C)(C)OC(=O)CN1C(=O)SC(Cc2ccc(N3CCC(NCC(O)c4ccc(O)c(NS(C)(=O)=O)c4)CC3)cc2)C1=O, CCOCC, ClCCl, O=C(O)C(F)(F)F. Yields the product CS(=O)(=O)Nc1cc(C(O)CNC2CCN(c3ccc(CC4SC(=O)N(CC(=O)O)C4=O)cc3)CC2)ccc1O. RXN SMILES: [C:1]([CH3:2])([CH3:3])([CH3:4])[O:5][C:6]([CH2:7][N:8]1[C:9](=[O:43])[S:10][CH:11]([CH2:14][c:15]2[cH:16][cH:17][c:18]([N:21]3[CH2:22][CH2:23][CH:24]([NH:27][CH2:28][CH:29]([c:30]4[cH:31][c:32]([NH:37][S:38](=[O:39])(=[O:40])[CH3:41])[c:33]([OH:36])[cH:34][cH:35]4)[OH:42])[CH2:25][CH2:26]3)[cH:19][cH:20]2)[C:12]1=[O:13])=[O:44].[CH2:55]([O:56][CH2:57][CH3:58])[CH3:59].[Cl:45][CH2:46][Cl:47].[OH:48][C:49]([C:50]([F:51])([F:52])[F:53])=[O:54]>>[O:5]=[C:6]([CH2:7][N:8]1[C:9](=[O:43])[S:10][CH:11]([CH2:14][c:15]2[cH:16][cH:17][c:18]([N:21]3[CH2:22][CH2:23][CH:24]([NH:27][CH2:28][CH:29]([c:30]4[cH:31][c:32]([NH:37][S:38](=[O:39])(=[O:40])[CH3:41])[c:33]([OH:36])[cH:34][cH:35]4)[OH:42])[CH2:25][CH2:26]3)[cH:19][cH:20]2)[C:12]1=[O:13])[OH:44]. The reactants are Brc1cncc2ccccc12, COC(=O)c1ccc(C#N)c(B2OC(C)(C)C(C)(C)O2)c1, [K+], [K+], [K+], C1COCCO1, O=C(C=Cc1ccccc1)C=Cc1ccccc1, O=C(C=Cc1ccccc1)C=Cc1ccccc1, O=C(C=Cc1ccccc1)C=Cc1ccccc1, O, O=P([O-])([O-])[O-], [Pd], [Pd]. Product: COC(=O)c1ccc(C#N)c(-c2cncc3ccccc23)c1. RXN SMILES: [Br:22][c:23]1[cH:24][n:25][cH:26][c:27]2[cH:28][cH:29][cH:30][cH:31][c:32]12.[CH3:1][O:2][C:3]([c:4]1[cH:5][c:6]([B:12]2[O:13][C:14]([CH3:15])([CH3:16])[C:17]([CH3:18])([CH3:19])[O:20]2)[c:7]([C:10]#[N:11])[cH:8][cH:9]1)=[O:21].[K+:38].[K+:39].[K+:40].[O:41]1[CH2:42][CH2:43][O:44][CH2:45][CH2:46]1.[O:50]=[C:51]([CH:52]=[CH:53][c:54]1[cH:55][cH:56][cH:57][cH:58][cH:59]1)[CH:60]=[CH:61][c:62]1[cH:63][cH:64][cH:65][cH:66][cH:67]1.[O:68]=[C:69]([CH:70]=[CH:71][c:72]1[cH:73][cH:74][cH:75][cH:76][cH:77]1)[CH:78]=[CH:79][c:80]1[cH:81][cH:82][cH:83][cH:84][cH:85]1.[O:86]=[C:87]([CH:88]=[CH:89][c:90]1[cH:91][cH:92][cH:93][cH:94][cH:95]1)[CH:96]=[CH:97][c:98]1[cH:99][cH:100][cH:101][cH:102][cH:103]1.[OH2:47].[P:33]([O-:34])([O-:35])([O-:36])=[O:37].[Pd:48].[Pd:49]>>[CH3:1][O:2][C:3]([c:4]1[cH:5][c:6](-[c:23]2[cH:24][n:25][cH:26][c:27]3[cH:28][cH:29][cH:30][cH:31][c:32]23)[c:7]([C:10]#[N:11])[cH:8][cH:9]1)=[O:21]. Reactants: CCOC(=O)c1cc(-c2ccc(F)cc2)n(-c2ccc(OC)nc2)n1, CO, [Na+], [OH-]. Yields the product COc1ccc(-n2nc(C(=O)O)cc2-c2ccc(F)cc2)cn1. RXN SMILES: [CH2:3]([CH3:4])[O:5][C:6](=[O:7])[c:8]1[n:9][n:10](-[c:20]2[cH:21][n:22][c:23]([O:26][CH3:27])[cH:24][cH:25]2)[c:11](-[c:13]2[cH:14][cH:15][c:16]([F:19])[cH:17][cH:18]2)[cH:12]1.[CH3:28][OH:29].[Na+:2].[OH-:1]>>[O:5]=[C:6]([OH:7])[c:8]1[n:9][n:10](-[c:20]2[cH:21][n:22][c:23]([O:26][CH3:27])[cH:24][cH:25]2)[c:11](-[c:13]2[cH:14][cH:15][c:16]([F:19])[cH:17][cH:18]2)[cH:12]1. Starting materials: [N+](=O)([O-])C=1C=CC2=C(N=C(S2)N)C1 (5-Nitro-benzothiazol-2-ylamine), O.O.[Sn](Cl)Cl (tin dichloride dihydrate). Run in C(C)O (ethanol). Reaction conditions: temperature 80 celsius. Product: NC=1C=CC2=C(N=C(S2)N)C1 (5-amino-benzothiazol-2-ylamine). Yield: 74.4%. RXN SMILES: [N+:1]([C:4]1[CH:5]=[CH:6][C:7]2[S:11][C:10]([NH2:12])=[N:9][C:8]=2[CH:13]=1)([O-])=O.O.O.[Sn](Cl)Cl>C(O)C>[NH2:1][C:4]1[CH:5]=[CH:6][C:7]2[S:11][C:10]([NH2:12])=[N:9][C:8]=2[CH:13]=1 |f:1.2.3|. Procedure: To a solution of ethanol (36 mL) was added 5-nitro-benzothiazol-2-ylamine (Example 15, 78 mg, 0.35 mmol) and tin dichloride dihydrate (449 mg, 2 mmol). The resulting mixture was heated at 80° C. for 4 hours. The solution was cooled to room temperature and the solvent was removed. The residue was dissolved in ethyl acetate and poured onto 50 mL of 1.5 N NaOH solution and extracted using ethyl acetate (3×30 mL). The combined organic layers were dried over MgSO4, filtered and concentrated to give a...